Dataset: the Open Reaction Database (ORD), a public repository of structured organic reaction records. Task: describe an organic reaction: reactants, conditions, products, and yield The reactants are NC(=S)N (thiourea), CC1=CC=C(C=C1)C(C)=O (p-methylacetophenone), S(=O)(=O)(Cl)Cl (sulfuryl chloride). The solvent is CC(=O)C (acetone). Run at time 10 minute. Product: CC1=CC=C(C=C1)C=1N=C(SC1)N (4-(4-methylphenyl)-2-thiazolamine). The yield is 53.7%. Reaction SMILES: [NH2:1][C:2]([NH2:4])=[S:3].[CH3:5][C:6]1[CH:11]=[CH:10][C:9]([C:12](=O)[CH3:13])=[CH:8][CH:7]=1.S(Cl)(Cl)(=O)=O>CC(C)=O>[CH3:5][C:6]1[CH:11]=[CH:10][C:9]([C:12]2[N:1]=[C:2]([NH2:4])[S:3][CH:13]=2)=[CH:8][CH:7]=1. Procedure: To a mixture of thiourea (2.18 g, 28.6 mmol) and p-methylacetophenone (1.92 ml, 14.3 mmol) was added dropwise sulfuryl chloride (1.264 ml, 15.74 mmol) and the resulting mixture was stirred at room temperature for 10 minutes (until solidification was complete). The reaction mixture was allowed to react at 105° C. for 3 hours and acetone was added thereto. Then insoluble matters were filtered with suction, treated with 300 ml of water and heated at 80° C. Insoluble solids were removed by filtratio... As a reaction SMILES: [CH2:1]([N:8]1[C:13]2=[N:14][C:15]([C:25]3[CH:30]=[CH:29][C:28]([CH3:31])=[CH:27][CH:26]=3)=[C:16]([C:18]3[CH:23]=[CH:22][C:21]([CH3:24])=[CH:20][CH:19]=3)[N:17]=[C:12]2[CH2:11][CH2:10][CH2:9]1)[CH2:2][CH2:3][CH2:4][CH2:5][CH:6]=[CH2:7].[C:32]([O:36][CH2:37][CH3:38])(=[O:35])C=C>>[C:21]1([CH3:24])[CH:20]=[CH:19][C:18]([C:16]2[N:17]=[C:12]3[CH2:11][CH2:10][CH2:9][N:8]([CH2:1][CH2:2][CH2:3][CH2:4][CH2:5]/[CH:6]=[CH:7]/[C:32]([O:36][CH2:37][CH3:38])=[O:35])[C:13]3=[N:14][C:15]=2[C:25]2[CH:26]=[CH:27][C:28]([CH3:31])=[CH:29][CH:30]=2)=[CH:23][CH:22]=1. Product: C1(=CC=C(C=C1)C=1N=C2C(=NC1C1=CC=C(C=C1)C)N(CCC2)CCCCC/C=C/C(=O)OCC)C ((E)-Ethyl 8-(2,3-dip-tolyl-7,8-dihydropyrido[2,3-b]pyrazin-5(6H)-yl)oct-2-enoate). Starting materials: C(CCCCC=C)N1CCCC=2C1=NC(=C(N2)C2=CC=C(C=C2)C)C2=CC=C(C=C2)C (5-(Hept-6-enyl)-2,3-dip-tolyl-5,6,7,8-tetrahydropyrido[2,3-b]pyrazine), C(C=C)(=O)OCC (ethyl acrylate). Reported procedure: The title compound was prepared from 5-(hept-6-enyl)-2,3-dip-tolyl-5,6,7,8-tetrahydropyrido[2,3-b]pyrazine (step 1) and ethyl acrylate analogously to (E)-Methyl 7-(2,3-diphenyl-7,8-dihydropyrido[3,2-b]pyrazin-5(6H)-yl)hept-3-enoate (Example 10.1 step 2).